This data is from the Open Reaction Database (ORD), a public repository of structured organic reaction records. The task is: describe an organic reaction: reactants, conditions, products, and yield The reactants are CC[C@H](C)C(=O)O[C@H]1C[C@H](C=C2[C@H]1[C@H]([C@H](C=C2)C)CC[C@@H]3C[C@H](CC(=O)O3)O)C (mevinolin), C(C)(=O)OC(C)=O (acetic acid anhydride). The solvent is N1=CC=CC=C1 (pyridine). Yields the product CC1CC(C2C(C(C=CC2=C1)C)CCC1OC(C=CC1)=O)OC(C(CC)C)=O (2-methyl-butyric acid 3,7-dimethyl-8-[2-(6-oxo-3,6-dihydro-2H-pyran-2-yl)-ethyl]-1,2,3,7,8,8a-hexahydro-naphthalen-1-yl ester). Reaction SMILES: [CH3:1][CH2:2][C@@H:3]([C:5]([O:7][C@@H:8]1[C@@H:13]2[C@@H:14]([CH2:19][CH2:20][C@H:21]3[O:27][C:25](=[O:26])[CH2:24][C@H:23](O)[CH2:22]3)[C@@H:15]([CH3:18])[CH:16]=[CH:17][C:12]2=[CH:11][C@H:10]([CH3:29])[CH2:9]1)=[O:6])[CH3:4].C(OC(=O)C)(=O)C>N1C=CC=CC=1>[CH3:29][CH:10]1[CH:11]=[C:12]2[CH:13]([CH:14]([CH2:19][CH2:20][CH:21]3[CH2:22][CH:23]=[CH:24][C:25](=[O:26])[O:27]3)[CH:15]([CH3:18])[CH:16]=[CH:17]2)[CH:8]([O:7][C:5](=[O:6])[CH:3]([CH3:4])[CH2:2][CH3:1])[CH2:9]1. Procedure details: To a stirred solution of 4.0 g (10 mmol) mevinolin in 20 ml pyridine at room temperature are added 20 ml acetic acid anhydride. After 1 h the reaction mixture is concentrated in-vacuo. The residue is dissolved with 10 ml methyl-t-butyl ether and washed successively with water, 0.1 N HCl and brine. The organic phase is then dried over sodium sulfate and the solvent removed in vacuo. The crude product is purified by silica gel chromatography (methyl-t-butyl ether 1/3) to afford 2-methyl-butyric ac...